This data is from the Open Reaction Database (ORD), a public repository of structured organic reaction records. The task is: describe an organic reaction: reactants, conditions, products, and yield Starting materials: COC(=O)C1CC(=O)N(C2CC(C)CCC2C(C)C)C1, [Li+], C1CCOC1, [OH-]. Yields the product CC1CCC(C(C)C)C(N2CC(C(=O)O)CC2=O)C1. Reaction SMILES: [CH3:3][O:4][C:5](=[O:6])[CH:7]1[CH2:8][N:9]([CH:13]2[CH:14]([CH:20]([CH3:21])[CH3:22])[CH2:15][CH2:16][CH:17]([CH3:19])[CH2:18]2)[C:10](=[O:12])[CH2:11]1.[Li+:1].[O:23]1[CH2:24][CH2:25][CH2:26][CH2:27]1.[OH-:2]>>[O:4]=[C:5]([OH:6])[CH:7]1[CH2:8][N:9]([CH:13]2[CH:14]([CH:20]([CH3:21])[CH3:22])[CH2:15][CH2:16][CH:17]([CH3:19])[CH2:18]2)[C:10](=[O:12])[CH2:11]1. Reactants: C(C)OC(=O)C1(CCNCC1)CCOC (4-(2-methoxy-ethyl)-piperidine-4-carboxylic acid ethyl ester), C1(CC1)S(=O)(=O)Cl (cyclopropanesulfonyl chloride), FC(OC1=CC=C(N)C=C1)(F)F (4-(trifluoromethoxy)-aniline). Product: C1(CC1)S(=O)(=O)N1CCC2(CCN(C2=O)C2=CC=C(C=C2)OC(F)(F)F)CC1 (8-Cyclopropanesulfonyl-2-(4-trifluoromethoxy-phenyl)-2,8-diaza-spiro[4.5]decan-1-one). RXN SMILES: C(O[C:4]([C:6]1([CH2:12][CH2:13]OC)[CH2:11][CH2:10][NH:9][CH2:8][CH2:7]1)=[O:5])C.[CH:16]1([S:19](Cl)(=[O:21])=[O:20])[CH2:18][CH2:17]1.[F:23][C:24]([F:34])([F:33])[O:25][C:26]1[CH:32]=[CH:31][C:29]([NH2:30])=[CH:28][CH:27]=1>>[CH:16]1([S:19]([N:9]2[CH2:8][CH2:7][C:6]3([C:4](=[O:5])[N:30]([C:29]4[CH:31]=[CH:32][C:26]([O:25][C:24]([F:23])([F:33])[F:34])=[CH:27][CH:28]=4)[CH2:13][CH2:12]3)[CH2:11][CH2:10]2)(=[O:21])=[O:20])[CH2:18][CH2:17]1. Reported procedure: White solid. MS (ESI): 419.12 (MH+). This example was prepared in analogy to example 1 step C) to D) from 4-(2-methoxy-ethyl)-piperidine-4-carboxylic acid ethyl ester (example 1 step B)), cyclopropanesulfonyl chloride, 4-(trifluoromethoxy)-aniline. The reactants are ClS(=O)(=O)O (chlorosulphonic acid), BrC1=C2CCCOC2=C(C=C1)C(=O)O (5-bromochroman-8-carboxylic acid). Product: BrC1=C2CCCOC2=C(C=C1S(=O)(=O)Cl)C(=O)O (5-Bromo-6-chlorosulphonylchroman-8- carboxylic acid). Reaction SMILES: [Cl:1][S:2]([OH:5])(=O)=[O:3].[Br:6][C:7]1[CH:16]=[CH:15][C:14]([C:17]([OH:19])=[O:18])=[C:13]2[C:8]=1[CH2:9][CH2:10][CH2:11][O:12]2>>[Br:6][C:7]1[C:16]([S:2]([Cl:1])(=[O:5])=[O:3])=[CH:15][C:14]([C:17]([OH:19])=[O:18])=[C:13]2[C:8]=1[CH2:9][CH2:10][CH2:11][O:12]2. Procedure details: 817 ml of chlorosulphonic acid were introduced into a 2-liter round-bottomed flask and 210 g of 5-bromochroman-8-carboxylic acid were then added in small amounts. The temperature rose to 40° C. Starting materials: N1C=C(C=C1)C(=O)OC (methyl 1H-pyrrole-3-carboxylate), [H-].[Na+] (sodium hydride), C(C)(C)(C)C1=NC2=C(N1CC1CCOCC1)C=CC(=C2)S(=O)(=O)Cl (2-tert-butyl-1-(tetrahydro-2H-pyran-4-ylmethyl)-1H-benzimidazole-5-sulfonyl chloride). Solvent: C1CCOC1 (THF). Yields the product C(C)(C)(C)C1=NC2=C(N1CC1CCOCC1)C=CC(=C2)S(=O)(=O)N2C=C(C=C2)C(=O)OC (methyl 1-{[2-tert-butyl-1-(tetrahydro-2H-pyran-4-ylmethyl)-1H-benzimidazol-5-yl]sulfonyl}-1H-pyrrole-3-carboxylate). Yield: 26.8%. Reaction SMILES: [NH:1]1[CH:5]=[CH:4][C:3]([C:6]([O:8][CH3:9])=[O:7])=[CH:2]1.[H-].[Na+].[C:12]([C:16]1[N:20]([CH2:21][CH:22]2[CH2:27][CH2:26][O:25][CH2:24][CH2:23]2)[C:19]2[CH:28]=[CH:29][C:30]([S:32](Cl)(=[O:34])=[O:33])=[CH:31][C:18]=2[N:17]=1)([CH3:15])([CH3:14])[CH3:13]>C1COCC1>[C:12]([C:16]1[N:20]([CH2:21][CH:22]2[CH2:23][CH2:24][O:25][CH2:26][CH2:27]2)[C:19]2[CH:28]=[CH:29][C:30]([S:32]([N:1]3[CH:5]=[CH:4][C:3]([C:6]([O:8][CH3:9])=[O:7])=[CH:2]3)(=[O:33])=[O:34])=[CH:31][C:18]=2[N:17]=1)([CH3:15])([CH3:13])[CH3:14] |f:1.2|. Procedure: Following the same procedure in Example 29, using methyl 1H-pyrrole-3-carboxylate (0.16 g, 1.3 mmol) (see following step B for preparation), sodium hydride (0.18 g, 60%, 4.5 mmol) and 2-tert-butyl-1-(tetrahydro-2H-pyran-4-ylmethyl)-1H-benzimidazole-5-sulfonyl chloride (0.48 g, 1.3 mmol) in THF (10 mL). The crude product was purified by MPLC using Hex/EtOAc (1:1) on silica gel to give 0.16 g (27%) of a white solid as the title compound. 1H NMR (400 MHz, METHANOL-D4) δ 1.46-1.54 (m, 4 H), 1.56 (s,... Starting materials: [Al+3], CCCCCc1ccccc1, COC(=O)CCCCC(=O)O, CCO, [Cl-], [Cl-], [Cl-], [Cl-], [Na+], [OH-], O=S(Cl)Cl. Product: CCCCCc1ccc(C(=O)CCCCC(=O)O)cc1. Reaction SMILES: [Al+3:29].[CH2:17]([CH2:18][CH2:19][CH2:20][CH3:21])[c:22]1[cH:23][cH:24][cH:25][cH:26][cH:27]1.[CH3:1][O:2][C:3]([CH2:4][CH2:5][CH2:6][CH2:7][C:8](=[O:9])[OH:10])=[O:11].[CH3:34][CH2:35][OH:36].[Cl-:12].[Cl-:28].[Cl-:30].[Cl-:31].[Na+:33].[OH-:32].[S:13]([Cl:14])([Cl:15])=[O:16]>>[C:3]([CH2:4][CH2:5][CH2:6][CH2:7][C:8](=[O:9])[OH:10])(=[O:11])[c:25]1[cH:24][cH:23][c:22]([CH2:17][CH2:18][CH2:19][CH2:20][CH3:21])[cH:27][cH:26]1. Reactants: [H-].[Na+] (sodium hydride), O=C(CN1CCN(CC1)C(=O)OC(C)(C)C)NC=1SC=CN1 (tert-butyl 4-(2-oxo-2-(thiazol-2-ylamino)ethyl)piperazine-1-carboxylate), CI (methyl iodide). Solvent: CN(C)C=O (DMF), CN(C)C=O (DMF). Conditions: time 2 minute. The product is CN(C(CN1CCN(CC1)C(=O)OC(C)(C)C)=O)C=1SC=CN1 (Tert-butyl 4-(2-(methyl(thiazol-2-yl)amino)-2-oxoethyl)piperazine-1-carboxylate). Yield: 62.2%. As a reaction SMILES: [O:1]=[C:2]([NH:17][C:18]1[S:19][CH:20]=[CH:21][N:22]=1)[CH2:3][N:4]1[CH2:9][CH2:8][N:7]([C:10]([O:12][C:13]([CH3:16])([CH3:15])[CH3:14])=[O:11])[CH2:6][CH2:5]1.[H-].[Na+].[CH3:25]I>CN(C=O)C>[CH3:25][N:17]([C:18]1[S:19][CH:20]=[CH:21][N:22]=1)[C:2](=[O:1])[CH2:3][N:4]1[CH2:9][CH2:8][N:7]([C:10]([O:12][C:13]([CH3:16])([CH3:14])[CH3:15])=[O:11])[CH2:6][CH2:5]1 |f:1.2|. Procedure details: To a solution of tert-butyl 4-(2-oxo-2-(thiazol-2-ylamino)ethyl)piperazine-1-carboxylate (0.056 g, 0.17 mmol) in anhydrous DMF (1.0 mL) cooled into an ice-bath under argon was added sodium hydride (60% dispersion; 7.8 mg, 0.19 mmol). Stirring was continued at 0° C. for ˜2 min and then methyl iodide (0.048 g, 0.34 mmol) was added with the aid of DMF (0.4 mL), the reaction mixture was stirred for 1.5 h under argon, and then partitioned between ethyl acetate (30 mL) and brine (30 mL). The aqueous l... The reactants are C(C)(C)(C)C1=CC(=NO1)NC(=O)NC1=CC(=CC=C1)O (1-(5-tert-butylisoxazol-3-yl)-3-(3-hydroxyphenyl)urea), ClC1=NC=NC2=CC(=C(C=C12)OCC)OCC (4-chloro-6,7-diethoxyquinazoline), C(=O)([O-])[O-].[Cs+].[Cs+] (Cs2CO3). Run in C(C)(C)O (isopropanol). Reaction conditions: temperature 90 celsius. The product is C(C)(C)(C)C1=CC(=NO1)NC(=O)NC1=CC(=CC=C1)OC1=NC=NC2=CC(=C(C=C12)OCC)OCC (1-(5-tert-butylisoxazol-3-yl)-3-[3-(6,7-diethoxyquinazolin-4-yloxy)phenyl]urea). As a reaction SMILES: [C:1]([C:5]1[O:9][N:8]=[C:7]([NH:10][C:11]([NH:13][C:14]2[CH:19]=[CH:18][CH:17]=[C:16]([OH:20])[CH:15]=2)=[O:12])[CH:6]=1)([CH3:4])([CH3:3])[CH3:2].Cl[C:22]1[C:31]2[C:26](=[CH:27][C:28]([O:35][CH2:36][CH3:37])=[C:29]([O:32][CH2:33][CH3:34])[CH:30]=2)[N:25]=[CH:24][N:23]=1.C([O-])([O-])=O.[Cs+].[Cs+]>C(O)(C)C>[C:1]([C:5]1[O:9][N:8]=[C:7]([NH:10][C:11]([NH:13][C:14]2[CH:19]=[CH:18][CH:17]=[C:16]([O:20][C:22]3[C:31]4[C:26](=[CH:27][C:28]([O:35][CH2:36][CH3:37])=[C:29]([O:32][CH2:33][CH3:34])[CH:30]=4)[N:25]=[CH:24][N:23]=3)[CH:15]=2)=[O:12])[CH:6]=1)([CH3:4])([CH3:2])[CH3:3] |f:2.3.4|. Procedure details: A mixture of 1-(5-tert-butylisoxazol-3-yl)-3-(3-hydroxyphenyl)urea from Example 1A (0.137 g, 0.5 mmol), 4-chloro-6,7-diethoxyquinazoline from the previous step (0.126 g, 0.5 mmol), and Cs2CO3 (0.326 g, 1 mmol) in isopropanol (6 mL) was heated at 90° C. for 4 hours. The reaction was quenched with water and extracted with CH2Cl2. Extracts were dried over MgSO4 and concentrated under reduced pressure. The residue was purified by silica gel chromatography with EtOAc/hexane as eluant to afford 1-(5-t... Procedure details: A mixture of 8 g of Compound 1 and 1 g of 5% Pd/C in 100 ml of EtOH is hydrogenated at 20 psi for 2 hours. The desired product is obtained after removal of solvent. The product is NC1=CC=C(C=C1)[C@@H]1O[C@H](CC1)C1=CC=C(C=C1)N (Trans-2,5-Bis(4-aminophenyl)tetrahydrofuran). RXN SMILES: [N+:1]([C:4]1[CH:9]=[CH:8][C:7]([C@H:10]2[CH2:14][CH2:13][C@H:12]([C:15]3[CH:20]=[CH:19][C:18]([N+:21]([O-])=O)=[CH:17][CH:16]=3)[O:11]2)=[CH:6][CH:5]=1)([O-])=O>CCO.[Pd]>[NH2:21][C:18]1[CH:19]=[CH:20][C:15]([C@H:12]2[CH2:13][CH2:14][C@H:10]([C:7]3[CH:6]=[CH:5][C:4]([NH2:1])=[CH:9][CH:8]=3)[O:11]2)=[CH:16][CH:17]=1. The reactants are [N+](=O)([O-])C1=CC=C(C=C1)[C@@H]1O[C@H](CC1)C1=CC=C(C=C1)[N+](=O)[O-] (Trans-2,5-Bis(4-nitrophenyl)tetrahydrofuran). The reagents and catalysts are [Pd] (Pd/C). Conditions: time 2 hour. Run in CCO (EtOH).